This data is from the Open Reaction Database (ORD), a public repository of structured organic reaction records. The task is: describe an organic reaction: reactants, conditions, products, and yield Starting materials: C(CCCCCCCCCCCCC)C=1NC=CC1 (2-tetradecylpyrrole), ethereal solution, C[Mg]Br (methylmagnesium bromide), ice water, C(OCC)(=O)Cl (ethyl chlorocarbonate), [Cl-].[NH4+] (ammonium chloride), ice water. Solvent: CCOCC (ether). The product is C(CCCCCCCCCCCCC)C1=CC=C(N1)C(=O)OCC (ethyl 5-tetradecylpyrrole-2-carboxylate). Yield: 37.6%. As a reaction SMILES: [CH2:1]([C:15]1[NH:16][CH:17]=[CH:18][CH:19]=1)[CH2:2][CH2:3][CH2:4][CH2:5][CH2:6][CH2:7][CH2:8][CH2:9][CH2:10][CH2:11][CH2:12][CH2:13][CH3:14].C[Mg]Br.[C:23](Cl)(=[O:27])[O:24][CH2:25][CH3:26].[Cl-].[NH4+]>CCOCC>[CH2:1]([C:15]1[NH:16][C:17]([C:23]([O:24][CH2:25][CH3:26])=[O:27])=[CH:18][CH:19]=1)[CH2:2][CH2:3][CH2:4][CH2:5][CH2:6][CH2:7][CH2:8][CH2:9][CH2:10][CH2:11][CH2:12][CH2:13][CH3:14] |f:3.4|. Procedure details: Into 20 ml of anhydrous ether was dissolved 4.00 g (15 mmol) of 2-tetradecylpyrrole obtained in Synthetic Example 2, and then 7 ml (21 mmol) of ca. 3M ethereal solution, of methylmagnesium bromide was added thereto at room temerature. The resulting mixture was heated under reflux for 30 minutes. Under cooling with ice water, 2 ml (21 mmol) of ethyl chlorocarbonate was added to the mixture. After heating under reflux for 10 hours, the resulting mixture was cooled to room temperature, poured into ... The reactants are COC1=CC=C(C=C1)N1CCNCC1 (4-(4-methoxyphenyl)piperazine), C1CCOC1 (THF), COC=1C=C(C=CC1OC)C1=CC=CC(=N1)C(=O)O (6-(3,4-dimethoxyphenyl)pyridine-2-carboxylic acid), C(C(=O)Cl)(=O)Cl (oxalyl chloride). Reagents/catalysts: CN(C)C=O (DMF). Solvent: N1=CC=CC=C1 (pyridine), O (Water). Conditions: time 30 minute. Yields the product COC=1C=C(C=CC1OC)C1=CC=CC(=N1)C(=O)N1CCN(CC1)C1=CC=C(C=C1)OC (1-[6-(3,4-dimethoxyphenyl)pyridine-2-carbonyl]-4-(4-methoxyphenyl)piperazine). Yield: 44.4%. Reaction SMILES: C1COCC1.[CH3:6][O:7][C:8]1[CH:9]=[C:10]([C:16]2[N:21]=[C:20]([C:22]([OH:24])=O)[CH:19]=[CH:18][CH:17]=2)[CH:11]=[CH:12][C:13]=1[O:14][CH3:15].C(Cl)(=O)C(Cl)=O.[CH3:31][O:32][C:33]1[CH:38]=[CH:37][C:36]([N:39]2[CH2:44][CH2:43][NH:42][CH2:41][CH2:40]2)=[CH:35][CH:34]=1>CN(C=O)C.O.N1C=CC=CC=1>[CH3:6][O:7][C:8]1[CH:9]=[C:10]([C:16]2[N:21]=[C:20]([C:22]([N:42]3[CH2:41][CH2:40][N:39]([C:36]4[CH:35]=[CH:34][C:33]([O:32][CH3:31])=[CH:38][CH:37]=4)[CH2:44][CH2:43]3)=[O:24])[CH:19]=[CH:18][CH:17]=2)[CH:11]=[CH:12][C:13]=1[O:14][CH3:15]. Procedure details: To a THF (20 ml) solution of 500 mg of 6-(3,4-dimethoxyphenyl)pyridine-2-carboxylic acid were added 0.18 ml of oxalyl chloride and one drop of DMF under ice cooling. After 30 minutes ofstirring, the reaction solution was added dropwise to a pyridine (10 ml) solution of 370 mg of 4-(4-methoxyphenyl)piperazine under ice cooling. The mixture was warmed to room temperature and further stirred for 30 minutes. Water was added to the reaction solution, followed by extraction with ethyl acetate. The org...